Dataset: the Open Reaction Database (ORD), a public repository of structured organic reaction records. Task: describe an organic reaction: reactants, conditions, products, and yield Starting materials: ClCCl, COCOC(c1ccccc1)C(C)(C)c1nnc(-c2ccccc2Cl)n1C, O, O=C(O)C(F)(F)F. Yields the product Cn1c(-c2ccccc2Cl)nnc1C(C)(C)C(O)c1ccccc1. Reaction SMILES: [CH2:36]([Cl:37])[Cl:38].[Cl:9][c:10]1[c:11](-[c:16]2[n:17][n:18][c:19]([C:22]([CH:23]([c:24]3[cH:25][cH:26][cH:27][cH:28][cH:29]3)[O:30][CH2:31][O:32][CH3:33])([CH3:34])[CH3:35])[n:20]2[CH3:21])[cH:12][cH:13][cH:14][cH:15]1.[OH2:8].[OH:1][C:2]([C:3]([F:4])([F:5])[F:6])=[O:7]>>[Cl:9][c:10]1[c:11](-[c:16]2[n:17][n:18][c:19]([C:22]([CH:23]([c:24]3[cH:25][cH:26][cH:27][cH:28][cH:29]3)[OH:30])([CH3:34])[CH3:35])[n:20]2[CH3:21])[cH:12][cH:13][cH:14][cH:15]1. Reactants: COc1ccc(C(=O)Cl)cc1, CCN(C(C)C)C(C)C, ClCCl, NCCCN1CCCCC1. Product: COc1ccc(C(=O)NCCCN2CCCCC2)cc1. Reaction SMILES: [CH3:20][O:21][c:22]1[cH:23][cH:24][c:25]([C:26](=[O:27])[Cl:28])[cH:29][cH:30]1.[CH:11]([N:12]([CH2:13][CH3:14])[CH:15]([CH3:16])[CH3:17])([CH3:18])[CH3:19].[Cl:31][CH2:32][Cl:33].[NH2:1][CH2:2][CH2:3][CH2:4][N:5]1[CH2:6][CH2:7][CH2:8][CH2:9][CH2:10]1>>[NH:1]([CH2:2][CH2:3][CH2:4][N:5]1[CH2:6][CH2:7][CH2:8][CH2:9][CH2:10]1)[C:26]([c:25]1[cH:24][cH:23][c:22]([O:21][CH3:20])[cH:30][cH:29]1)=[O:27]. Reactants: CC1(C)Oc2ccc(C#N)cc2C2OC21, CCOCC, COC1=CC(=O)NC1, [H-], [Na+], O. The product is COC1=CC(=O)N(C2c3cc(C#N)ccc3OC(C)(C)C2O)C1. RXN SMILES: [C:1](#[N:2])[c:3]1[cH:4][cH:5][c:6]2[c:7]([cH:15]1)[CH:8]1[CH:9]([C:10]([CH3:12])([CH3:13])[O:11]2)[O:14]1.[CH2:27]([O:28][CH2:29][CH3:30])[CH3:31].[CH3:16][O:17][C:18]1=[CH:19][C:20](=[O:23])[NH:21][CH2:22]1.[H-:24].[Na+:25].[OH2:26]>>[C:1](#[N:2])[c:3]1[cH:4][cH:5][c:6]2[c:7]([cH:15]1)[CH:8]([N:21]1[C:20](=[O:23])[CH:19]=[C:18]([O:17][CH3:16])[CH2:22]1)[CH:9]([OH:14])[C:10]([CH3:12])([CH3:13])[O:11]2. Reactants: FC(C1=CC=C(C(=S)N)C=C1)(F)F (4-(Trifluoromethyl)thiobenzamide), aqueous solution, [OH-].[Na+] (sodium hydroxide), ClC(C(=O)OC)C(=O)C (methyl 2-chloroacetoacetate). Solvent: O1CCCC1 (tetrahydrofuran). Reaction conditions: temperature 77.5 celsius. The product is CC=1N=C(SC1C(=O)OC)C1=CC=C(C=C1)C(F)(F)F (methyl 4-methyl-2-[4-(trifluoromethyl)phenyl]thiazole-5-carboxylate). Yield: 95.6%. RXN SMILES: [F:1][C:2]([F:13])([F:12])[C:3]1[CH:11]=[CH:10][C:6]([C:7]([NH2:9])=[S:8])=[CH:5][CH:4]=1.Cl[CH:15]([C:20]([CH3:22])=O)[C:16]([O:18][CH3:19])=[O:17].[OH-].[Na+]>O1CCCC1>[CH3:22][C:20]1[N:9]=[C:7]([C:6]2[CH:10]=[CH:11][C:3]([C:2]([F:1])([F:12])[F:13])=[CH:4][CH:5]=2)[S:8][C:15]=1[C:16]([O:18][CH3:19])=[O:17] |f:2.3|. Reported procedure: 4-(Trifluoromethyl)thiobenzamide (20.5 g, 0.1 mol) was dissolved in tetrahydrofuran (300 ml) at room temperature, and then methyl 2-chloroacetoacetate (12.2 ml, 0.1 mol, 1.0 eq.) was added slowly for about 20 minutes therein while stirring. After completion of addition, the mixture was stirred again at room temperature for 30 minutes, and then the mixture was heated and refluxed at 75 to 80° C. for 12 hours. After completion of the reaction, the reaction mixture was cooled to room temperature. S... RXN SMILES: [CH3:31][OH:32].[Cl:1][c:2]1[cH:3][cH:4][c:5]([C:6](=[O:7])[N:8]2[CH2:9][CH:10]([NH:13][c:14]3[cH:15][cH:16][c:17]([CH:20]=[CH:21][C:22](=[O:23])[O:24][CH2:25][CH3:26])[cH:18][n:19]3)[CH2:11][CH2:12]2)[cH:27][cH:28]1.[Na+:30].[O:33]1[CH2:34][CH2:35][O:36][CH2:37][CH2:38]1.[OH-:29].[OH2:39]>>[Cl:1][c:2]1[cH:3][cH:4][c:5]([C:6](=[O:7])[N:8]2[CH2:9][CH:10]([NH:13][c:14]3[cH:15][cH:16][c:17]([CH:20]=[CH:21][C:22](=[O:23])[OH:24])[cH:18][n:19]3)[CH2:11][CH2:12]2)[cH:27][cH:28]1. Product: O=C(O)C=Cc1ccc(NC2CCN(C(=O)c3ccc(Cl)cc3)C2)nc1. The reactants are CO, CCOC(=O)C=Cc1ccc(NC2CCN(C(=O)c3ccc(Cl)cc3)C2)nc1, [Na+], C1COCCO1, [OH-], O. Reactants: C(C)(=O)C1C(CCCC1)=O (2-acetylcyclohexanone), NC1=NC(=NN1)CO ((5-Amino-1H-[1,2,4]triazol-3-yl)-methanol). The solvent is COCCO (2-methoxyethanol). Conditions: temperature 23 celsius. Yields the product CC1=NC=2N(C=3CCCCC13)N=C(N2)CO ((5-Methyl-6,7,8,9-tetrahydro-[1,2,4]triazolo[1,5-a]quinazolin-2-yl)-methanol). Isolated yield 50.8%. Reaction SMILES: [C:1]([CH:4]1[CH2:9][CH2:8][CH2:7][CH2:6][C:5]1=O)(=O)[CH3:2].[NH2:11][C:12]1[NH:16][N:15]=[C:14]([CH2:17][OH:18])[N:13]=1>COCCO>[CH3:2][C:1]1[C:4]2[CH2:9][CH2:8][CH2:7][CH2:6][C:5]=2[N:16]2[N:15]=[C:14]([CH2:17][OH:18])[N:13]=[C:12]2[N:11]=1. Procedure: To a round bottomed flask was loaded 4.2 grams of 2-acetylcyclohexanone, 3.52 grams of (5-Amino-1H-[1,2,4]triazol-3-yl)-methanol and 50 ml 2-methoxyethanol. The mixture was refluxed for 18 hours. Then it was cooled down to 23° C. and concentrated to 5 ml. Then 50 ml ethyl ether was added and the precipitate was filtered and vacuum dried to yielded 3.32 grams of product Yield. 49%. This compound was used directly for the next step. MS: 219.2 (M+H). H-NMR (DMSO): δ 5.49 (t, 1H, OH, J=6 Hz), 4.61 (... Starting materials: [N+](=O)([O-])C=1C=NC2=CC=CN=C2C1O (3-nitro[1,5]naphthyridin-4-ol), P(=O)(Cl)(Cl)Cl (Phosphorous oxychloride), CC(=O)C (acetone), ice water, C(C(C)C)N (isobutylamine). Solvent: CN(C=O)C (N,N-dimethylformamide), CN(C=O)C (N,N-dimethylformamide). The product is CC(CNC1=C(C=NC2=CC=CN=C12)[N+](=O)[O-])C (N4-(2-methylpropyl)-3-nitro[1,5]naphthyridin-4-amine). RXN SMILES: P(Cl)(Cl)(Cl)=O.[N+:6]([C:9]1[CH:10]=[N:11][C:12]2[C:17]([C:18]=1O)=[N:16][CH:15]=[CH:14][CH:13]=2)([O-:8])=[O:7].CC(C)=O.[CH2:24]([NH2:28])[CH:25]([CH3:27])[CH3:26]>CN(C)C=O>[CH3:26][CH:25]([CH3:27])[CH2:24][NH:28][C:18]1[C:17]2[C:12](=[CH:13][CH:14]=[CH:15][N:16]=2)[N:11]=[CH:10][C:9]=1[N+:6]([O-:8])=[O:7]. Reported procedure: Phosphorous oxychloride (0.6 mL, 6.44 mmol) was reacted with N,N-dimethylformamide then added to a solution of 3-nitro[1,5]naphthyridin-4-ol (1.0 g, 5.23 mmol) in N,N-dimethylformamide (20 mL). The reaction mixture was warmed using a jacketed flask with refluxing acetone as a heat source. After 3 hours the reaction mixture was poured into ice water, isobutylamine (2.0 mL, 20.1 mmol) was added and the mixture was heated on a steam bath. After several hours the reaction mixture was cooled to ambie... Starting materials: C(=O)(OC(C)(C)C)CN1CCN(CCCN(CCNCCC1)CC(=O)OC(C)(C)C)CCC1=CC=C(C=C1)[N+](=O)[O-] (1,8-bis-(carbo-tert-butoxymethyl)-4-(4′-nitrophenethyl)-1,4,8,11-tetraazacyclotetradecane), CCOCC (Et2O), resultant mixture. The reagents and catalysts are [Pd].C(=O)([O-])[O-].[Ca+2] (Pd CaCO3). The solvent is C(C)O (ethanol). The product is C(=O)(OC(C)(C)C)CN1CCN(CCCN(CCNCCC1)CC(=O)OC(C)(C)C)CCC1=CC=C(C=C1)N (1,8-bis-(carbo-tert-butoxymethyl)-4-(4′-aminophenethyl)-1,4,8,11-tetraazacyclotetradecane). Isolated yield 100.0%. As a reaction SMILES: [C:1]([CH2:8][N:9]1[CH2:22][CH2:21][CH2:20][NH:19][CH2:18][CH2:17][N:16]([CH2:23][C:24]([O:26][C:27]([CH3:30])([CH3:29])[CH3:28])=[O:25])[CH2:15][CH2:14][CH2:13][N:12]([CH2:31][CH2:32][C:33]2[CH:38]=[CH:37][C:36]([N+:39]([O-])=O)=[CH:35][CH:34]=2)[CH2:11][CH2:10]1)([O:3][C:4]([CH3:7])([CH3:6])[CH3:5])=[O:2].CCOCC>C(O)C.[Pd].C([O-])([O-])=O.[Ca+2]>[C:1]([CH2:8][N:9]1[CH2:22][CH2:21][CH2:20][NH:19][CH2:18][CH2:17][N:16]([CH2:23][C:24]([O:26][C:27]([CH3:28])([CH3:29])[CH3:30])=[O:25])[CH2:15][CH2:14][CH2:13][N:12]([CH2:31][CH2:32][C:33]2[CH:34]=[CH:35][C:36]([NH2:39])=[CH:37][CH:38]=2)[CH2:11][CH2:10]1)([O:3][C:4]([CH3:5])([CH3:6])[CH3:7])=[O:2] |f:3.4.5|. Reported procedure: To a solution of compound (8) (1.15 g, 1.99 mmol) in absolute ethanol (100 ml) was added 5% Pd/CaCO3 (0.31 g) to which lead (Pb) had been added as an inhibitor. The resultant mixture was stirred at an ambient temperature under H2 atmosphere for 12 hours. The reaction mixture was filtered through a celite pad and washed with ethanol (2×20 ml). The solvent was evaporated from the combined filtrate in vacuo to give an oily residue, which was then treated with Et2O to obtain a white solid of compoun...